This data is from the Open Reaction Database (ORD), a public repository of structured organic reaction records. The task is: describe an organic reaction: reactants, conditions, products, and yield The reactants are CC(C)(C)OC(=O)N1CCC1COS(C)(=O)=O, CCCC[N+](CCCC)(CCCC)CCCC, [F-]. Product: CC(C)(C)OC(=O)N1CCC1CF. RXN SMILES: [C:1]([CH3:2])([CH3:3])([CH3:4])[O:5][C:6](=[O:7])[N:8]1[CH:9]([CH2:12][O:13][S:14]([CH3:15])(=[O:16])=[O:17])[CH2:10][CH2:11]1.[CH3:19][CH2:20][CH2:21][CH2:22][N+:23]([CH2:24][CH2:25][CH2:26][CH3:27])([CH2:28][CH2:29][CH2:30][CH3:31])[CH2:32][CH2:33][CH2:34][CH3:35].[F-:18]>>[C:1]([CH3:2])([CH3:3])([CH3:4])[O:5][C:6](=[O:7])[N:8]1[CH:9]([CH2:12][F:18])[CH2:10][CH2:11]1. Reactants: C([O-])([O-])=O.[K+].[K+] (potassium carbonate), ClC1=NN=C(C2=CC=CC=C12)Cl (1,4-dichlorophthalazine), N1CC(CCC1)O (piperidin-3-ol). Run in CS(=O)C (DMSO), CS(=O)C (methylsulfinylmethane). Reaction conditions: temperature 90 celsius, time 24 hour. Product: ClC1=NN=C(C2=CC=CC=C12)N1CC(CCC1)O (1-(4-chlorophthalazin-1-yl)piperidin-3-ol). As a reaction SMILES: C(=O)([O-])[O-].[K+].[K+].Cl[C:8]1[C:17]2[C:12](=[CH:13][CH:14]=[CH:15][CH:16]=2)[C:11]([Cl:18])=[N:10][N:9]=1.[NH:19]1[CH2:24][CH2:23][CH2:22][CH:21]([OH:25])[CH2:20]1>CS(C)=O>[Cl:18][C:11]1[C:12]2[C:17](=[CH:16][CH:15]=[CH:14][CH:13]=2)[C:8]([N:19]2[CH2:24][CH2:23][CH2:22][CH:21]([OH:25])[CH2:20]2)=[N:9][N:10]=1 |f:0.1.2|. Procedure: A resealable pressure bottle was charged with potassium carbonate (273 mg, 2.0 mmol), 1,4-dichlorophthalazine (590 mg, 3.0 mmol), piperidin-3-ol (200 mg, 2.0 mmol) and methylsulfinylmethane (10 mL, 0.2M). The vessel was sealed and the mixture stirred at 90° C. for 24 hrs. Next day the reaction was cooled to RT and diluted with 5 ml of DMSO. The solution was purified by Gilson reverse phase liquid chromatography (10% to 90% CH3CN/H2O/0.1% TFA) to afford 1-(4-chlorophthalazin-1-yl)piperidin-3-ol. ... The reactants are [Al+3], CCOC(=O)c1ccc2oc(CC)nc2c1, [Cl-], [H-], [H-], [H-], [H-], [Li+], [NH4+], C1CCOC1. Product: CCc1nc2cc(CO)ccc2o1. Reaction SMILES: [Al+3:18].[CH2:1]([CH3:2])[c:3]1[o:4][c:5]2[c:6]([n:7]1)[cH:8][c:9]([C:12](=[O:13])[O:14][CH2:15][CH3:16])[cH:10][cH:11]2.[Cl-:23].[H-:17].[H-:20].[H-:21].[H-:22].[Li+:19].[NH4+:24].[O:25]1[CH2:26][CH2:27][CH2:28][CH2:29]1>>[CH2:1]([CH3:2])[c:3]1[o:4][c:5]2[c:6]([n:7]1)[cH:8][c:9]([CH2:12][OH:13])[cH:10][cH:11]2. The reactants are C1CCNC1, Cc1ccccc1, CC(C)CC=O, O. Yields the product CC(C)C=CN1CCCC1. Reaction SMILES: [CH2:7]1[CH2:8][CH2:9][NH:10][CH2:11]1.[CH3:13][c:14]1[cH:15][cH:16][cH:17][cH:18][cH:19]1.[CH:1]([CH2:2][CH:3]([CH3:4])[CH3:5])=[O:6].[OH2:12]>>[CH:1](=[CH:2][CH:3]([CH3:4])[CH3:5])[N:10]1[CH2:9][CH2:8][CH2:7][CH2:11]1.